Dataset: the Open Reaction Database (ORD), a public repository of structured organic reaction records. Task: describe an organic reaction: reactants, conditions, products, and yield The reactants are CN1C(=O)c2cscc2Nc2ccccc21, O=C(Cl)Cc1ccccc1, c1ccccc1. The product is CN1C(=O)c2cscc2N(C(=O)Cc2ccccc2)c2ccccc21. RXN SMILES: [CH3:1][N:2]1[C:3](=[O:16])[c:4]2[c:5]([cH:13][s:14][cH:15]2)[NH:6][c:7]2[c:8]1[cH:9][cH:10][cH:11][cH:12]2.[c:17]1([CH2:23][C:24](=[O:25])[Cl:26])[cH:18][cH:19][cH:20][cH:21][cH:22]1.[cH:27]1[cH:28][cH:29][cH:30][cH:31][cH:32]1>>[CH3:1][N:2]1[C:3](=[O:16])[c:4]2[c:5]([cH:13][s:14][cH:15]2)[N:6]([C:24]([CH2:23][c:17]2[cH:18][cH:19][cH:20][cH:21][cH:22]2)=[O:25])[c:7]2[c:8]1[cH:9][cH:10][cH:11][cH:12]2. The reactants are CN(C)c1ccc2c(c1)N(CCCCCCCCCCO)c1cc(N(C)C)ccc1C2, CN(C)c1cc([N+](=O)[O-])ccc1OP(=O)([O-])[O-], c1ccncc1. The product is CN(C)c1ccc2c(c1)N(CCCCCCCCCC#P=O)c1cc(N(C)C)ccc1C2. As a reaction SMILES: [OH:1][CH2:2][CH2:3][CH2:4][CH2:5][CH2:6][CH2:7][CH2:8][CH2:9][CH2:10][CH2:11][N:12]1[c:13]2[cH:14][c:15]([N:29]([CH3:30])[CH3:31])[cH:16][cH:17][c:18]2[CH2:19][c:20]2[cH:21][cH:22][c:23]([N:26]([CH3:27])[CH3:28])[cH:24][c:25]21.[P:32](=[O:33])([O-:34])([O-:35])[O:36][c:37]1[cH:38][cH:39][c:40]([N+:41]([O-:42])=[O:43])[cH:44][c:45]1[N:46]([CH3:47])[CH3:48].[cH:49]1[cH:50][cH:51][n:52][cH:53][cH:54]1>>[C:2]([CH2:3][CH2:4][CH2:5][CH2:6][CH2:7][CH2:8][CH2:9][CH2:10][CH2:11][N:12]1[c:13]2[cH:14][c:15]([N:29]([CH3:30])[CH3:31])[cH:16][cH:17][c:18]2[CH2:19][c:20]2[cH:21][cH:22][c:23]([N:26]([CH3:27])[CH3:28])[cH:24][c:25]21)#[P:32]=[O:33]. Reactants: O=C([O-])[O-], C1COCCO1, CB1OB(C)OB(C)O1, O=[N+]([O-])c1cccnc1Cl, [K+], [K+], O, c1ccc(P(c2ccccc2)(c2ccccc2)[Pd](P(c2ccccc2)(c2ccccc2)c2ccccc2)(P(c2ccccc2)(c2ccccc2)c2ccccc2)P(c2ccccc2)(c2ccccc2)c2ccccc2)cc1. The product is Cc1ncccc1[N+](=O)[O-]. As a reaction SMILES: [C:11](=[O:12])([O-:13])[O-:14].[CH2:26]1[O:27][CH2:28][CH2:29][O:30][CH2:31]1.[CH3:17][B:18]1[O:19][B:20]([CH3:21])[O:22][B:23]([CH3:24])[O:25]1.[Cl:1][c:2]1[n:3][cH:4][cH:5][cH:6][c:7]1[N+:8](=[O:9])[O-:10].[K+:15].[K+:16].[OH2:32].[cH:33]1[cH:34][cH:35][c:36]([P:37]([Pd:38]([P:39]([c:40]2[cH:41][cH:42][cH:43][cH:44][cH:45]2)([c:46]2[cH:47][cH:48][cH:49][cH:50][cH:51]2)[c:52]2[cH:53][cH:54][cH:55][cH:56][cH:57]2)([P:58]([c:59]2[cH:60][cH:61][cH:62][cH:63][cH:64]2)([c:65]2[cH:66][cH:67][cH:68][cH:69][cH:70]2)[c:71]2[cH:72][cH:73][cH:74][cH:75][cH:76]2)[P:77]([c:78]2[cH:79][cH:80][cH:81][cH:82][cH:83]2)([c:84]2[cH:85][cH:86][cH:87][cH:88][cH:89]2)[c:90]2[cH:91][cH:92][cH:93][cH:94][cH:95]2)([c:96]2[cH:97][cH:98][cH:99][cH:100][cH:101]2)[c:102]2[cH:103][cH:104][cH:105][cH:106][cH:107]2)[cH:108][cH:109]1>>[c:2]1([CH3:11])[n:3][cH:4][cH:5][cH:6][c:7]1[N+:8](=[O:9])[O-:10].